Dataset: the Open Reaction Database (ORD), a public repository of structured organic reaction records. Task: describe an organic reaction: reactants, conditions, products, and yield The reactants are C(CC(O)(C(=O)O)CC(=O)O)(=O)O (citric acid), ClC1=C2C(=NC=N1)N(N=C2)C2=C(C=CC=C2)Cl (4-chloro-1-(2-chlorophenyl)-1H-pyrazolo[3,4-d]pyrimidine), ClC1=C2C(=NC=N1)N(N=C2)C2=C(C=CC=C2)Cl (4-chloro-1-(2-chlorophenyl)-1H-pyrazolo[3,4-d]pyrimidine), [H-].[Na+] (Sodium hydride), [Si](C1=CC=CC=C1)(C1=CC=CC=C1)(C(C)(C)C)OCCOC[C@@H](C(=O)NC1=NC=CC=C1)O ((S)-3-(2-(tert-butyldiphenylsilyloxy)ethoxy)-2-hydroxy-N-(pyridin-2-yl)propanamide), [Si](C1=CC=CC=C1)(C1=CC=CC=C1)(C(C)(C)C)OCCOC[C@@H](C(=O)NC1=NC=CC=C1)O ((S)-3-(2-(tert-butyldiphenylsilyloxy)ethoxy)-2-hydroxy-N-(pyridin-2-yl)propanamide). Solvent: C1CCOC1 (THF). Conditions: temperature 0 celsius, time 10 minute. Product: [Si](C1=CC=CC=C1)(C1=CC=CC=C1)(C(C)(C)C)OCCOC[C@@H](C(=O)NC1=NC=CC=C1)OC1=C2C(=NC=N1)N(N=C2)C2=C(C=CC=C2)Cl ((2S)-3-(2-(tert-butyldiphenylsilyloxy)ethoxy)-2-(1-(2-chlorophenyl)-1H-pyrazolo[3,4-d]pyrimidin-4-yloxy)-N-(pyridin-2-yl)propanamide). The yield is 95.5%. RXN SMILES: [H-].[Na+].[Si:3]([O:20][CH2:21][CH2:22][O:23][CH2:24][C@H:25]([OH:35])[C:26]([NH:28][C:29]1[CH:34]=[CH:33][CH:32]=[CH:31][N:30]=1)=[O:27])([C:16]([CH3:19])([CH3:18])[CH3:17])([C:10]1[CH:15]=[CH:14][CH:13]=[CH:12][CH:11]=1)[C:4]1[CH:9]=[CH:8][CH:7]=[CH:6][CH:5]=1.Cl[C:37]1[N:42]=[CH:41][N:40]=[C:39]2[N:43]([C:46]3[CH:51]=[CH:50][CH:49]=[CH:48][C:47]=3[Cl:52])[N:44]=[CH:45][C:38]=12.C(O)(=O)CC(CC(O)=O)(C(O)=O)O>C1COCC1>[Si:3]([O:20][CH2:21][CH2:22][O:23][CH2:24][C@H:25]([O:35][C:37]1[N:42]=[CH:41][N:40]=[C:39]2[N:43]([C:46]3[CH:51]=[CH:50][CH:49]=[CH:48][C:47]=3[Cl:52])[N:44]=[CH:45][C:38]=12)[C:26]([NH:28][C:29]1[CH:34]=[CH:33][CH:32]=[CH:31][N:30]=1)=[O:27])([C:16]([CH3:19])([CH3:18])[CH3:17])([C:10]1[CH:15]=[CH:14][CH:13]=[CH:12][CH:11]=1)[C:4]1[CH:9]=[CH:8][CH:7]=[CH:6][CH:5]=1 |f:0.1|. Reported procedure: Sodium hydride (91 mg, 2.27 mmol) was added to (S)-3-(2-(tert-butyldiphenylsilyloxy)ethoxy)-2-hydroxy-N-(pyridin-2-yl)propanamide (Intermediate AQ4) (480 mg, 1.03 mmol) (intermediate 3) in anhydrous THF (20 mL) at 0° C. under nitrogen. The resulting solution was stirred at 0° C. for 10 minutes and then 4-chloro-1-(2-chlorophenyl)-1H-pyrazolo[3,4-d]pyrimidine (Intermediate B1) (320 mg, 1.14 mmol) was added. The reaction mixture was allowed to warm to room temperature and stirred for 1 hour. The r...